The task is: describe an organic reaction: reactants, conditions, products, and yield. This data is from the Open Reaction Database (ORD), a public repository of structured organic reaction records. Starting materials: CSc1nc(C)c2cc(Br)c(=O)n(C(C)C)c2n1, ClCCl, O=C(OO)c1cccc(Cl)c1. Yields the product Cc1nc(S(C)=O)nc2c1cc(Br)c(=O)n2C(C)C. RXN SMILES: [Br:1][c:2]1[cH:3][c:4]2[c:5]([n:6][c:7]([S:11][CH3:12])[n:8][c:9]2[CH3:10])[n:13]([CH:16]([CH3:17])[CH3:18])[c:14]1=[O:15].[Cl:30][CH2:31][Cl:32].[OH:19][O:20][C:21]([c:22]1[cH:23][c:24]([Cl:25])[cH:26][cH:27][cH:28]1)=[O:29]>>[Br:1][c:2]1[cH:3][c:4]2[c:5]([n:6][c:7]([S:11]([CH3:12])=[O:19])[n:8][c:9]2[CH3:10])[n:13]([CH:16]([CH3:17])[CH3:18])[c:14]1=[O:15]. The reactants are COC(=O)C1=CC2=C(N=C(N2)C2=C(C=CC(=C2)C=2C(=NC=CC2)OC)O)C=C1 (2-[2-hydroxy-5-(2-methoxy-pyridin-3-yl)-phenyl]-3H-benzoimidazole-5-carboxylic acid methyl ester), CN (methylamine), Initiator Sixty. Yields the product CNC(=O)C1=CC2=C(N=C(N2)C2=C(C=CC(=C2)C=2C(=NC=CC2)OC)O)C=C1 (2-[2-Hydroxy-5-(2-methoxy-pyridin-3-yl)-phenyl]-3H-benzoimidazole-5-carboxylic acid methylamide). The yield is 50.0%. As a reaction SMILES: CO[C:3]([C:5]1[CH:28]=[CH:27][C:8]2[N:9]=[C:10]([C:12]3[CH:17]=[C:16]([C:18]4[C:19]([O:24][CH3:25])=[N:20][CH:21]=[CH:22][CH:23]=4)[CH:15]=[CH:14][C:13]=3[OH:26])[NH:11][C:7]=2[CH:6]=1)=[O:4].[CH3:29][NH2:30]>>[CH3:29][NH:30][C:3]([C:5]1[CH:28]=[CH:27][C:8]2[N:9]=[C:10]([C:12]3[CH:17]=[C:16]([C:18]4[C:19]([O:24][CH3:25])=[N:20][CH:21]=[CH:22][CH:23]=4)[CH:15]=[CH:14][C:13]=3[OH:26])[NH:11][C:7]=2[CH:6]=1)=[O:4]. Reported procedure: A suspension of 2-[2-hydroxy-5-(2-methoxy-pyridin-3-yl)-phenyl]-3H-benzoimidazole-5-carboxylic acid methyl ester (37.5 mg, 0.1 mmol) in aqueous methylamine solution (40%, 2 mL) was heated at 140° C. in a Biotage Initiator Sixty microwave reactor for 15 min, cooled to the room temperature, and concentrated under reduced pressure. The residue was purified by chromatography (500:10:1 CH2Cl2/MeOH/28% aqueous NH4OH) to afford the title compound (19 mg, 50%). 1H NMR (DMSO-d6) δ 2.84 (s, 3H), 3.92 (s, ... Reactants: C(C)(=O)N1C(CC2=CC(=CC=C12)C(C)=O)=O (1,5-diacetyl-2-indolinone), C(CC(C)C)(=O)O (isovaleric acid). Product: C(C)(=O)N1C(C(C2=CC(=CC=C12)C(C)=O)=C(CC(C)C)O)=O (1,5-diacetyl-3-(1-hydroxy-3-methyl-butylidene)-2-indolinone). RXN SMILES: [C:1]([N:4]1[C:12]2[C:7](=[CH:8][C:9]([C:13](=[O:15])[CH3:14])=[CH:10][CH:11]=2)[CH2:6][C:5]1=[O:16])(=[O:3])[CH3:2].[C:17](O)(=[O:22])[CH2:18][CH:19]([CH3:21])[CH3:20]>>[C:1]([N:4]1[C:12]2[C:7](=[CH:8][C:9]([C:13](=[O:15])[CH3:14])=[CH:10][CH:11]=2)[C:6](=[C:17]([OH:22])[CH2:18][CH:19]([CH3:21])[CH3:20])[C:5]1=[O:16])(=[O:3])[CH3:2]. Reported procedure: Prepared from 1,5-diacetyl-2-indolinone and isovaleric acid The reactants are C#CC(C)(C)NCC=O, CS(=O)(=O)c1nnc(N=C=O)s1, c1ccccc1. The product is C#CC(C)(C)N(CC=O)C(=O)Nc1nnc(S(C)(=O)=O)s1. Reaction SMILES: [CH3:13][C:14]([C:15]#[CH:16])([CH3:17])[NH:18][CH2:19][CH:20]=[O:21].[CH3:1][S:2](=[O:3])(=[O:4])[c:5]1[n:6][n:7][c:8]([N:10]=[C:11]=[O:12])[s:9]1.[cH:22]1[cH:23][cH:24][cH:25][cH:26][cH:27]1>>[CH3:1][S:2](=[O:3])(=[O:4])[c:5]1[n:6][n:7][c:8]([NH:10][C:11](=[O:12])[N:18]([C:14]([CH3:13])([C:15]#[CH:16])[CH3:17])[CH2:19][CH:20]=[O:21])[s:9]1.